From a dataset of the Open Reaction Database (ORD), a public repository of structured organic reaction records. describe an organic reaction: reactants, conditions, products, and yield The product is C(CCCCCCCCCCCCCCC)NC1=CC=C(C(=O)C(=O)C(O)CO)C=C1 (4-(n-hexadecylamino)benzoyl glyceraldehyde). Reported procedure: To a mixture of 3.6 g. of glyceraldehyde and 2.44 g. of 4-dimethylaminopyridine in an ice-bath is added 4.16 g. of 4-(n-hexadecylamino)benzoyl chloride hydrochloride. After 4 hours at room temperature, chloroform and water are added. The chloroform extract is chromatographed quickly and evaporated in vacuo to yield 4-(n-hexadecylamino)benzoyl glyceraldehyde. Reaction conditions: time 4 hour. The reactants are O=CC(O)CO (glyceraldehyde), Cl.C(CCCCCCCCCCCCCCC)NC1=CC=C(C(=O)Cl)C=C1 (4-(n-hexadecylamino)benzoyl chloride hydrochloride), C(Cl)(Cl)Cl (chloroform). Reaction SMILES: [O:1]=[CH:2][CH:3]([CH2:5][OH:6])[OH:4].Cl.[CH2:8]([NH:24][C:25]1[CH:33]=[CH:32][C:28]([C:29](Cl)=[O:30])=[CH:27][CH:26]=1)[CH2:9][CH2:10][CH2:11][CH2:12][CH2:13][CH2:14][CH2:15][CH2:16][CH2:17][CH2:18][CH2:19][CH2:20][CH2:21][CH2:22][CH3:23].C(Cl)(Cl)Cl>CN(C)C1C=CN=CC=1.O>[CH2:8]([NH:24][C:25]1[CH:33]=[CH:32][C:28]([C:29]([C:2]([CH:3]([CH2:5][OH:6])[OH:4])=[O:1])=[O:30])=[CH:27][CH:26]=1)[CH2:9][CH2:10][CH2:11][CH2:12][CH2:13][CH2:14][CH2:15][CH2:16][CH2:17][CH2:18][CH2:19][CH2:20][CH2:21][CH2:22][CH3:23] |f:1.2|. The reagents and catalysts are CN(C1=CC=NC=C1)C (4-dimethylaminopyridine). Solvent: O (water). Starting materials: C(C1=CC=CC=C1)OC(=O)C(CCC1=CC=CC=C1)NC1C(N(CC(SC1)C1=CSC=C1)CC(=O)OC(C)(C)C)=O (t-butyl α-[6-(1-benzyloxycarbonyl-3-phenylpropylamino)-5-oxo-2-(3-thienyl)perhydro-1,4-thiazepin-4-yl]acetate), FC(C(=O)O)(F)F (trifluoroacetic acid). Yields the product C(C1=CC=CC=C1)OC(=O)C(CCC1=CC=CC=C1)NC1C(N(CC(SC1)C1=CSC=C1)CC(=O)O)=O (α-[6-(1-Benzyloxycarbonyl-3-phenylpropylamino)-5-oxo-2-(3-thienyl)perhydro-1,4-thiazepin-4-yl]acetic acid). As a reaction SMILES: [CH2:1]([O:8][C:9]([CH:11]([NH:20][CH:21]1[CH2:27][S:26][CH:25]([C:28]2[CH:32]=[CH:31][S:30][CH:29]=2)[CH2:24][N:23]([CH2:33][C:34]([O:36]C(C)(C)C)=[O:35])[C:22]1=[O:41])[CH2:12][CH2:13][C:14]1[CH:19]=[CH:18][CH:17]=[CH:16][CH:15]=1)=[O:10])[C:2]1[CH:7]=[CH:6][CH:5]=[CH:4][CH:3]=1.FC(F)(F)C(O)=O>>[CH2:1]([O:8][C:9]([CH:11]([NH:20][CH:21]1[CH2:27][S:26][CH:25]([C:28]2[CH:32]=[CH:31][S:30][CH:29]=2)[CH2:24][N:23]([CH2:33][C:34]([OH:36])=[O:35])[C:22]1=[O:41])[CH2:12][CH2:13][C:14]1[CH:15]=[CH:16][CH:17]=[CH:18][CH:19]=1)=[O:10])[C:2]1[CH:3]=[CH:4][CH:5]=[CH:6][CH:7]=1. Reported procedure: 180 mg of isomer B of t-butyl α-[6-(1-benzyloxycarbonyl-3-phenylpropylamino)-5-oxo-2-(3-thienyl)perhydro-1,4-thiazepin-4-yl]acetate were treated with trifluoroacetic acid by the procedure described in Example 43, to remove the t-butyl group and give 140 mg of the title compound as a powder. The reactants are O (water), CC=1N=C2N3C1C(NC3=CC=C2)=O (1,2-dihydro-3-methyl-1,4,7b-triazacyclopent[cd]inden-2-one), C1(C=2C(C(N1)=O)=CC=CC2)=O (phthalimide), [H-].[Na+] (sodium hydride). The solvent is CN(C)C=O (DMF). Yields the product CC=1N=C2N3C1C(N(C3=CC=C2)CCCCN2C(C=3C(C2=O)=CC=CC3)=O)=O (1,2-Dihydro-3-methyl-1-[4-(phthalimido)butan-1-yl]-1,4,7b-triazacyclopent[cd]inden-2-one). Yield: 122.1%. Reaction SMILES: [CH3:1][C:2]1[N:3]=[C:4]2[CH:12]=[CH:11][CH:10]=[C:9]3[N:5]2[C:6]=1[C:7](=[O:13])[NH:8]3.[H-].[Na+].[C:16]1(=[O:26])[NH:20][C:19](=[O:21])[C:18]2=[CH:22][CH:23]=[CH:24][CH:25]=[C:17]12.O>CN(C=O)C>[CH3:1][C:2]1[N:3]=[C:4]2[CH:12]=[CH:11][CH:10]=[C:9]3[N:5]2[C:6]=1[C:7](=[O:13])[N:8]3[CH2:1][CH2:2][CH2:6][CH2:7][N:20]1[C:16](=[O:26])[C:17]2=[CH:25][CH:24]=[CH:23][CH:22]=[C:18]2[C:19]1=[O:21] |f:1.2|. Procedure: To a suspension of 8.66 g (50 mmol) of 1,2-dihydro-3-methyl-1,4,7b-triazacyclopent[cd]inden-2-one in 100 ml of DMF was added, while stirring under ice-cooling, 2.20 g (55 mmol) of 60% sodium hydride (dispersion in oil). The mixture was stirred for 15 minutes at the same temperature. To the reaction mixture was added 14.10 g (50 mmol) of phthalimide, which was stirred for 6 hours at 100° C. After cooling, the reaction mixture was then poured into water, extracted with chloroform. The extract solu... Starting materials: COC(C1=C(C(=CC(=C1)Br)Br)NC(C(C)C1=CC(=C(C=C1)OC)[N+](=O)[O-])=O)=O (3,5-dibromo-2-[2-(4-methoxy-3-nitro-phenyl)-propionylamino]-benzoic acid methyl ester), [Li+].C[Si](C)(C)[N-][Si](C)(C)C (LiHMDS), CCCCCC (n-hexane). Solvent: CCOC(=O)C (EtOAc). The product is BrC=1C=C2C(C(C(NC2=C(C1)Br)=O)(C)C1=CC(=C(C=C1)OC)[N+](=O)[O-])=O (6,8-dibromo-3-(4-methoxy-3-nitro-phenyl)-3-methyl-1H-quinoline-2,4-dione). The yield is 26.2%. As a reaction SMILES: C[O:2][C:3](=O)[C:4]1[CH:9]=[C:8]([Br:10])[CH:7]=[C:6]([Br:11])[C:5]=1[NH:12][C:13](=[O:27])[CH:14]([C:16]1[CH:21]=[CH:20][C:19]([O:22][CH3:23])=[C:18]([N+:24]([O-:26])=[O:25])[CH:17]=1)[CH3:15].[Li+].C[Si]([N-][Si](C)(C)C)(C)C.CCCCCC>CCOC(C)=O>[Br:10][C:8]1[CH:9]=[C:4]2[C:5](=[C:6]([Br:11])[CH:7]=1)[NH:12][C:13](=[O:27])[C:14]([C:16]1[CH:21]=[CH:20][C:19]([O:22][CH3:23])=[C:18]([N+:24]([O-:26])=[O:25])[CH:17]=1)([CH3:15])[C:3]2=[O:2] |f:1.2|. Reported procedure: The objective compound was prepared by the same procedure for the example 1, using a 3,5-dibromo-2-[2-(4-methoxy-3-nitro-phenyl)-propionylamino]-benzoic acid methyl ester (0.65 g, 1.26 mmol) and LiHMDS (3.78 mmol, 1M solution in THF). After normal workup, the objective compound (160 mg, 27%) was obtained as white solid by a flash column chromatography (n-hexane:EtOAc=2:1): 1H NMR (200 MHz, DMSO-d6) δ 1.68 (s, 3H, CH3), 3.87 (s, 3H, OCH3), 7.32 (d, J=9.0 Hz, 1H, ArH), 7.43 (dd, J=8.8, 2.4 Hz, 1H,... Starting materials: N(=O)C1=CC(=C(C(=C1)C(C)(C)C)O)C(C)(C)C (4-nitroso-2,6-di-tert-butylphenol), S(=O)([O-])S(=O)[O-].[Na+].[Na+] (sodium hydrosulfite). The solvent is [OH-].[Na+] (sodium hydroxide), O (water), O (water). Conditions: time 2.5 hour. The product is NC1=CC(=C(C(=C1)C(C)(C)C)O)C(C)(C)C (4-amino-2,6-di-tert-butylphenol). As a reaction SMILES: [N:1]([C:3]1[CH:8]=[C:7]([C:9]([CH3:12])([CH3:11])[CH3:10])[C:6]([OH:13])=[C:5]([C:14]([CH3:17])([CH3:16])[CH3:15])[CH:4]=1)=O.S(S([O-])=O)([O-])=O.[Na+].[Na+]>[OH-].[Na+].O>[NH2:1][C:3]1[CH:4]=[C:5]([C:14]([CH3:15])([CH3:16])[CH3:17])[C:6]([OH:13])=[C:7]([C:9]([CH3:12])([CH3:11])[CH3:10])[CH:8]=1 |f:1.2.3,4.5|. Procedure details: To 17.6 grams of 4-nitroso-2,6-di-tert-butylphenol dissolved in 60 ml of 5N sodium hydroxide and 120 ml of water was added with stirring over a 30-minute period a solution of 52.2 grams of sodium hydrosulfite in 220 ml of water during which time the temperature rose to 53° C. After the addition was complete, stirring was continued for another 2.5 hours. The product formed was then rapidly collected by filtration, washed with 400 ml of water and dried in a vacuum desiccator over phosphorus pentox...